Dataset: the Open Reaction Database (ORD), a public repository of structured organic reaction records. Task: describe an organic reaction: reactants, conditions, products, and yield Reactants: O=C(Cl)c1ccccc1I, O=C1C(=O)c2ccccc2C2=C1SCC1(CCNCC1)O2. Product: O=C1C(=O)c2ccccc2C2=C1SCC1(CCN(C(=O)c3ccccc3I)CC1)O2. As a reaction SMILES: [I:22][c:23]1[c:24]([C:25](=[O:26])[Cl:27])[cH:28][cH:29][cH:30][cH:31]1.[NH:1]1[CH2:2][CH2:3][C:4]2([CH2:5][S:6][C:7]3=[C:8]([O:9]2)[c:10]2[cH:11][cH:12][cH:13][cH:14][c:15]2[C:16](=[O:19])[C:17]3=[O:18])[CH2:20][CH2:21]1>>[N:1]1([C:25]([c:24]2[c:23]([I:22])[cH:31][cH:30][cH:29][cH:28]2)=[O:26])[CH2:2][CH2:3][C:4]2([CH2:5][S:6][C:7]3=[C:8]([O:9]2)[c:10]2[cH:11][cH:12][cH:13][cH:14][c:15]2[C:16](=[O:19])[C:17]3=[O:18])[CH2:20][CH2:21]1. Procedure: 68 mg (0.20 mmol) of 5-(4-ethylphenyl)-N-phenylpiperidine-3-carboxamide (Example 17A) and 26 mg (0.22 mmol, 1.1 eq.) of tetrahydrofuran-2-carboxylic acid were reacted according to General Method 1. Yield: 67 mg (81% of theory) Yields the product C(C)C1=CC=C(C=C1)C1CC(CN(C1)C(=O)C1OCCC1)C(=O)NC1=CC=CC=C1 (5-(4-Ethylphenyl)-N-phenyl-1-(tetrahydrofuran-2-ylcarbonyl)piperidine-3-carboxamide). As a reaction SMILES: [CH2:1]([C:3]1[CH:8]=[CH:7][C:6]([CH:9]2[CH2:14][NH:13][CH2:12][CH:11]([C:15]([NH:17][C:18]3[CH:23]=[CH:22][CH:21]=[CH:20][CH:19]=3)=[O:16])[CH2:10]2)=[CH:5][CH:4]=1)[CH3:2].[O:24]1[CH2:28][CH2:27][CH2:26][CH:25]1[C:29](O)=[O:30]>>[CH2:1]([C:3]1[CH:4]=[CH:5][C:6]([CH:9]2[CH2:14][N:13]([C:29]([CH:25]3[CH2:26][CH2:27][CH2:28][O:24]3)=[O:30])[CH2:12][CH:11]([C:15]([NH:17][C:18]3[CH:19]=[CH:20][CH:21]=[CH:22][CH:23]=3)=[O:16])[CH2:10]2)=[CH:7][CH:8]=1)[CH3:2]. Starting materials: C(C)C1=CC=C(C=C1)C1CC(CNC1)C(=O)NC1=CC=CC=C1 (5-(4-ethylphenyl)-N-phenylpiperidine-3-carboxamide), O1C(CCC1)C(=O)O (tetrahydrofuran-2-carboxylic acid).